Task: describe an organic reaction: reactants, conditions, products, and yield. Dataset: the Open Reaction Database (ORD), a public repository of structured organic reaction records Reactants: C(C=C)C1=C2C=3CCCC(C3NC2=CC=C1OCC1=NC2=CC=CC=C2C=C1)CC(=O)OCC (ethyl 5-allyl-6-(quinolin-2-ylmethoxy)-1,2,3,4-tetrahydrocarbazol-1-ylacetate), C[Si]([N-][Si](C)(C)C)(C)C.[Li+] (lithium hexamethyldisilazide), C1(=CC=CC=C1)C (toluene), ClC1=CC=C(CBr)C=C1 (p-chlorobenzyl bromide), [NH4+].[Cl-] (NH4Cl). Solvent: C1CCOC1 (THF), CN(P(=O)(N(C)C)N(C)C)C (hexamethylphosphoramide). Conditions: time 15 minute. Yields the product ClC1=CC=C(CN2C3=CC=C(C(=C3C=3CCCC(C23)CC(=O)OCC)CC=C)OCC2=NC3=CC=CC=C3C=C2)C=C1 (ethyl 9-p-chlorobenzyl-6-(quinolin-2-ylmethoxy)-5-allyl-1,2,3,4-tetrahydrocarbazol-1-ylacetate). Reaction SMILES: [CH2:1]([C:4]1[C:16]([O:17][CH2:18][C:19]2[CH:28]=[CH:27][C:26]3[C:21](=[CH:22][CH:23]=[CH:24][CH:25]=3)[N:20]=2)=[CH:15][CH:14]=[C:13]2[C:5]=1[C:6]1[CH2:7][CH2:8][CH2:9][CH:10]([CH2:29][C:30]([O:32][CH2:33][CH3:34])=[O:31])[C:11]=1[NH:12]2)[CH:2]=[CH2:3].C[Si](C)(C)[N-][Si](C)(C)C.[Li+].C1(C)C=CC=CC=1.[Cl:52][C:53]1[CH:60]=[CH:59][C:56]([CH2:57]Br)=[CH:55][CH:54]=1.[NH4+].[Cl-]>C1COCC1.CN(C)P(N(C)C)(N(C)C)=O>[Cl:52][C:53]1[CH:60]=[CH:59][C:56]([CH2:57][N:12]2[C:11]3[CH:10]([CH2:29][C:30]([O:32][CH2:33][CH3:34])=[O:31])[CH2:9][CH2:8][CH2:7][C:6]=3[C:5]3[C:13]2=[CH:14][CH:15]=[C:16]([O:17][CH2:18][C:19]2[CH:28]=[CH:27][C:26]4[C:21](=[CH:22][CH:23]=[CH:24][CH:25]=4)[N:20]=2)[C:4]=3[CH2:1][CH:2]=[CH2:3])=[CH:55][CH:54]=1 |f:1.2,5.6|. Procedure: To 454 mg (1 mmol) of ester from Step 5 in THF (15 ml) at -78° C. is added lithium hexamethyldisilazide in toluene (1.1 mmol), followed by hexamethylphosphoramide (1.5 ml). After 15 minutes, p-chlorobenzyl bromide (300 mg) is added and the reaction is allowed to warm to room temperature. The reaction mixture is then poured into 5% aqueous NH4Cl, extracted with 2×100 ml Et2O and the organic extracts dried over MgSO4. Filtration and evaporation of the solvent left a crude residue, which, after chr... The reactants are C(C)(C)(C)S(=O)(=O)C[C@H](C(=O)N[C@H](C(=O)N[C@H]([C@H](C(C(C)(C)C)O)O)CC1CCCCC1)CC=1N=CNC1)CC1=CC=CC=C1 ((S)-α-[(S)-α-[(t-butylsulphonyl)methyl]hydrocinnamamido]-N-[(1S,2R,3RS)-1-(cyclohexylmethyl)-2,3-dihydroxy-4,4-dimethylpentyl]imidazole-4-propionamide), C(C)(C)(C)S(=O)(=O)C[C@H](C(=O)N[C@H](C(=O)N[C@H]([C@H]([C@H](C(C)C)O)O)CC1CCCCC1)CC=1N=CNC1)CC1=CC=CC=C1 ((S)-α-[(S)-α-[(t-butylsulphonyl)methyl]hydrocinnamamido]-N-[(1S,2R,3S)-1-(cyclohexylmethyl)-2,3-dihydroxy-4-methylpentyl]imidazole-4-propionamide), C(C)(C)(C)S(=O)(=O)C[C@H](C(=O)N[C@H](C(=O)N[C@H]([C@H]([C@@H](O)C1CCCCC1)O)CC1CCCCC1)CC=1N=CNC1)CC1=CC=CC=C1 ((S)-α-[(S)-α-[(t-butylsulphonyl)methyl]hydrocinnamamido]-N-[(1S,2R,3S)-3-cyclohexyl-1-(cyclohexylmethyl)-2,3-dihydroxypropyl]imidazole-4-propionamide). Yields the product C(C)(C)(C)S(=O)(=O)C[C@H](C(=O)N[C@H](C(=O)N[C@H]([C@H]([C@@H](C1=CC=CC=C1)O)O)CC1CCCCC1)CC=1N=CNC1)CC1=CC=CC=C1 ((S)-α-[(S)-α-[(t-butylsulphonyl)methyl]hydrocinnamamido]-N-[(1S,2R,3R)-1-(cyclohexylmethyl)-2,3-dihydroxy-3-phenylpropyl]imidazole-4-propionamide). As a reaction SMILES: C(S(C[C@@H](CC1C=CC=CC=1)C(N[C@@H](CC1N=CNC=1)C(N[C@@H](CC1CCCCC1)[C@@H](O)C(O)C(C)(C)C)=O)=O)(=O)=O)(C)(C)C.C(S(C[C@@H](CC1C=CC=CC=1)C(N[C@@H](CC1N=CNC=1)C(N[C@@H](CC1CCCCC1)[C@@H](O)[C@@H](O)C(C)C)=O)=O)(=O)=O)(C)(C)C.[C:90]([S:94]([CH2:97][C@@H:98]([CH2:130][C:131]1[CH:136]=[CH:135][CH:134]=[CH:133][CH:132]=1)[C:99]([NH:101][C@@H:102]([CH2:124][C:125]1[N:126]=[CH:127][NH:128][CH:129]=1)[C:103]([NH:105][C@@H:106]([CH2:117][CH:118]1[CH2:123][CH2:122][CH2:121][CH2:120][CH2:119]1)[C@@H:107]([OH:116])[C@H:108]([CH:110]1[CH2:115][CH2:114][CH2:113][CH2:112][CH2:111]1)[OH:109])=[O:104])=[O:100])(=[O:96])=[O:95])([CH3:93])([CH3:92])[CH3:91]>>[C:90]([S:94]([CH2:97][C@@H:98]([CH2:130][C:131]1[CH:132]=[CH:133][CH:134]=[CH:135][CH:136]=1)[C:99]([NH:101][C@@H:102]([CH2:124][C:125]1[N:126]=[CH:127][NH:128][CH:129]=1)[C:103]([NH:105][C@@H:106]([CH2:117][CH:118]1[CH2:123][CH2:122][CH2:121][CH2:120][CH2:119]1)[C@@H:107]([OH:116])[C@H:108]([OH:109])[C:110]1[CH:111]=[CH:112][CH:113]=[CH:114][CH:115]=1)=[O:104])=[O:100])(=[O:96])=[O:95])([CH3:93])([CH3:91])[CH3:92]. Reported procedure: (S)-α-[(S)-α-[(t-butylsulphonyl)methyl]hydrocinnamamido]-N-[(1S,2R,3RS)-1-(cyclohexylmethyl)-2,3-dihydroxy-4,4-dimethylpentyl]imidazole-4-propionamide; (S)-α-[(S)-α-[(t-butylsulphonyl)methyl]hydrocinnamamido]-N-[(1S,2R,3S)-1-(cyclohexylmethyl)-2,3-dihydroxy-4-methylpentyl]imidazole-4-propionamide; (S)-α-[(S)-α-[(t-butylsulphonyl)methyl]hydrocinnamamido]-N-[(1S,2R,3S)-3-cyclohexyl-1-(cyclohexylmethyl)-2,3-dihydroxypropyl]imidazole-4-propionamide. Reactants: ClC1=C(C=CC(C(C)(C)C)=O)C=CC(=C1)Cl (2,4-dichlorobenzalpinacolone), C1(=CC=CC=C1)S (Thiophenol). Solvent: C(C)O (ethanol). Yields the product ClC1=C(C=CC(=C1)Cl)C(CC(C(C)(C)C)=O)SC1=CC=CC=C1 (1-(2,4-dichlorophenyl)-4,4-dimethyl-1-phenylthiopentan-3-one). Yield: 81.7%. RXN SMILES: [Cl:1][C:2]1[CH:15]=[C:14]([Cl:16])[CH:13]=[CH:12][C:3]=1[CH:4]=[CH:5][C:6](=[O:11])[C:7]([CH3:10])([CH3:9])[CH3:8].[C:17]1([SH:23])[CH:22]=[CH:21][CH:20]=[CH:19][CH:18]=1>C(O)C>[Cl:1][C:2]1[CH:15]=[C:14]([Cl:16])[CH:13]=[CH:12][C:3]=1[CH:4]([S:23][C:17]1[CH:22]=[CH:21][CH:20]=[CH:19][CH:18]=1)[CH2:5][C:6](=[O:11])[C:7]([CH3:10])([CH3:9])[CH3:8]. Procedure: A mixture of 25.7 g of 2,4-dichlorobenzalpinacolone, Triton-B (4 drops) and 300 ml of ethanol was heated to 50°-60° C. Thiophenol (12.1 g) was added dropwise to the mixture and refluxed for 6 hours. The reaction mixture was concentrated, ice water was added thereto, and extracted with ether. After the removal of the ether by distillation, the oil residue was treated with n-hexane, and the resulted crystals were dried to give 30 g of the captioned compound. m.p. 79°-80° C. Starting materials: C1CCOC1, C1CCOC1, CO, CCOC(C)=O, [N-]=[N+]=Nc1cc(Oc2ccc3c(C(=O)O)cccc3c2)ncn1. The product is Nc1cc(Oc2ccc3c(C(=O)O)cccc3c2)ncn1. As a reaction SMILES: [CH2:24]1[O:25][CH2:26][CH2:27][CH2:28]1.[CH2:37]1[O:38][CH2:39][CH2:40][CH2:41]1.[CH3:29][OH:30].[CH3:31][CH2:32][O:33][C:34]([CH3:35])=[O:36].[N:1](=[N+:2]=[N-:3])[c:4]1[cH:5][c:6]([O:10][c:11]2[cH:12][c:13]3[cH:14][cH:15][cH:16][c:17]([C:21](=[O:22])[OH:23])[c:18]3[cH:19][cH:20]2)[n:7][cH:8][n:9]1>>[NH2:1][c:4]1[cH:5][c:6]([O:10][c:11]2[cH:12][c:13]3[cH:14][cH:15][cH:16][c:17]([C:21](=[O:22])[OH:23])[c:18]3[cH:19][cH:20]2)[n:7][cH:8][n:9]1. Reactants: C(=O)(C(F)(F)F)O (TFA), COCCOC1=CC=C(C(=O)C2CCN(CC2)CC(=O)O)C=C1 ({4-[4-(2-methoxy-ethoxy)-benzoyl]-piperidin-1-yl}-acetic acid), NCC=1NC(C2=C(N1)CCOC2)=O (2-aminomethyl-3,5,7,8-tetrahydro-pyrano[4,3-d]pyrimidin-4-one), C(C)OC1=CC=C(C(=O)C2CCN(CC2)CC(=O)O)C=C1 (2-(4-(4-ethoxybenzoyl)piperidin-1-yl)acetic acid), FC1=CC=C(C(=O)C2CCN(CC2)CC(=O)O)C=C1 (2-(4-(4-fluorobenzoyl)piperidin-1-yl)acetic acid). Solvent: C(C)#N.O (acetonitrile water), COCCO (2-methoxy-ethanol). The product is COCCOC1=CC=C(C(=O)C2CCN(CC2)CC(=O)O)C=C1 ({4-[4-(2-Methoxy-ethoxy)-benzoyl]-piperidin-1-yl}-acetic acid), COCCOC1=CC=C(C(=O)C2CCN(CC2)CC(=O)NCC=2NC(C3=C(N2)CCOC3)=O)C=C1 (2-{4-[4-(2-Methoxy-ethoxy)-benzoyl]-piperidin-1-yl}-N-(4-oxo-3,5,7,8-tetrahydro-4H-pyrano[4,3-d]pyrimidin-2-ylmethyl)-acetamide). As a reaction SMILES: C(OC1C=CC(C(C2CCN(CC(O)=O)CC2)=O)=CC=1)C.FC1C=CC(C(C2CCN(CC(O)=O)CC2)=O)=CC=1.[CH3:41][O:42][CH2:43][CH2:44][O:45][C:46]1[CH:63]=[CH:62][C:49]([C:50]([CH:52]2[CH2:57][CH2:56][N:55]([CH2:58][C:59]([OH:61])=[O:60])[CH2:54][CH2:53]2)=[O:51])=[CH:48][CH:47]=1.[NH2:64][CH2:65][C:66]1[NH:67][C:68](=[O:76])[C:69]2[CH2:75][O:74][CH2:73][CH2:72][C:70]=2[N:71]=1.C(O)(C(F)(F)F)=O>C(#N)C.O.COCCO>[CH3:41][O:42][CH2:43][CH2:44][O:45][C:46]1[CH:47]=[CH:48][C:49]([C:50]([CH:52]2[CH2:57][CH2:56][N:55]([CH2:58][C:59]([OH:61])=[O:60])[CH2:54][CH2:53]2)=[O:51])=[CH:62][CH:63]=1.[CH3:41][O:42][CH2:43][CH2:44][O:45][C:46]1[CH:47]=[CH:48][C:49]([C:50]([CH:52]2[CH2:53][CH2:54][N:55]([CH2:58][C:59]([NH:64][CH2:65][C:66]3[NH:67][C:68](=[O:76])[C:69]4[CH2:75][O:74][CH2:73][CH2:72][C:70]=4[N:71]=3)=[O:61])[CH2:56][CH2:57]2)=[O:51])=[CH:62][CH:63]=1 |f:5.6|. Procedure: {4-[4-(2-Methoxy-ethoxy)-benzoyl]-piperidin-1-yl}-acetic acid was prepared following the general procedures for the synthesis of 2-(4-(4-ethoxybenzoyl)piperidin-1-yl)acetic acid from 2-(4-(4-fluorobenzoyl)piperidin-1-yl)acetic acid and 2-methoxy-ethanol. The title compound (190 mg, 0.373 mmol) was prepared following the general procedure of Example 1 from {4-[4-(2-methoxy-ethoxy)-benzoyl]-piperidin-1-yl}-acetic acid and 2-aminomethyl-3,5,7,8-tetrahydro-pyrano[4,3-d]pyrimidin-4-one. MS (ESI) m/z ...